The task is: describe an organic reaction: reactants, conditions, products, and yield. This data is from the Open Reaction Database (ORD), a public repository of structured organic reaction records. Reactants: ClC1=C(CNC=2SC(C(N2)=O)=CC=2N=C3C(=C(C=NC3=CC2)C#N)OC(C)C)C=CC(=C1)F (6-[2-(2-chloro-4-fluoro-benzylamino)-4-oxo-4H-thiazol-5-ylidenemethyl]-4-isopropoxy-[1,5]naphthyridine-3-carbonitrile), C(=O)(C)O[Na] (AcONa), O=C1N=C(SC1=CC=1N=C2C=C(C=NC2=CC1)C#N)NCC=1SC=CC1 (6-{4-oxo-2-[(thiophen-2-ylmethyl)-amino]-4H-thiazol-5-ylidenemethyl}-[1,5]naphthyridine-3-carbonitrile). The solvent is CC(=O)O (AcOH). Run at temperature 120 celsius. Product: ClC1=C(CNC=2SC(C(N2)=O)=CC=2N=C3C=C(C=NC3=CC2)C#N)C=CC(=C1)F (6-[2-(2-chloro-4-fluoro-benzylamino)-4-oxo-4H-thiazol-5-ylidenemethyl]-[1,5]naphthyridine-3-carbonitrile). Yield: 33.3%. Reaction SMILES: [Cl:1][C:2]1[CH:32]=[C:31]([F:33])[CH:30]=[CH:29][C:3]=1[CH2:4][NH:5][C:6]1[S:7][C:8](=[CH:12][C:13]2[N:14]=[C:15]3[C:20](=[CH:21][CH:22]=2)[N:19]=[CH:18][C:17]([C:23]#[N:24])=[C:16]3OC(C)C)[C:9](=[O:11])[N:10]=1.C(O[Na])(C)=O.O=C1C(=CC2N=C3C(=CC=2)N=CC(C#N)=C3)SC(NCC2SC=CC=2)=N1>CC(O)=O>[Cl:1][C:2]1[CH:32]=[C:31]([F:33])[CH:30]=[CH:29][C:3]=1[CH2:4][NH:5][C:6]1[S:7][C:8](=[CH:12][C:13]2[N:14]=[C:15]3[C:20](=[CH:21][CH:22]=2)[N:19]=[CH:18][C:17]([C:23]#[N:24])=[CH:16]3)[C:9](=[O:11])[N:10]=1. Procedure details: To a mixture of 2-(2-chloro-4-fluoro-benzylamino)-thiazol-4-one (41.4 mg, 0.16 mmol) (see Example 8), AcONa (160 mg, 1.95 mmol), and 6-formyl-[1,5]naphthyridine-3-carbonitrile (33.6 mg, 0.18 mmol) (see Example 11) in a sealed tube was added AcOH (0.3 mL). The reaction mixture was heated to 120° C. (oil bath) for 2 hrs. The reaction mixture was then cooled to r.t. and triturated with water. The solid was collected by filtration and washed with water, AcOEt and ether to give 6-[2-(2-chloro-4-fluor... Starting materials: OCC1(C(NCCC1)=O)N (3-hydroxymethyl-3-amino-2-piperidone), S(=O)(Cl)Cl (thionyl chloride), S(=O)(Cl)Cl (thionyl chloride). Solvent: C(Cl)(Cl)Cl (chloroform). Conditions: temperature 80 celsius, time 24 hour. The product is Cl.NC1(C(NCCC1)=O)CCl (3-amino-3-chloromethyl-2-piperidone hydrochloride). Reaction SMILES: O[CH2:2][C:3]1([NH2:10])[CH2:8][CH2:7][CH2:6][NH:5][C:4]1=[O:9].S(Cl)([Cl:13])=O>C(Cl)(Cl)Cl>[ClH:13].[NH2:10][C:3]1([CH2:2][Cl:13])[CH2:8][CH2:7][CH2:6][NH:5][C:4]1=[O:9] |f:3.4|. Reported procedure: To a solution of 3-hydroxymethyl-3-amino-2-piperidone (7 g or 0.049 mol) in anhydrous dimethylforamamide (50 ml) is added one equivalent of thionyl chloride (3.6 ml). The reaction mixture is stirred at 80° C. under nitrogen. After 24 hours, another equivalent of thionyl chloride (3.6 ml) is added and stirring is continued for 2 hour. Then the solvent is stripped off under reduced pressure. Trituration of the semi-solid residue with chloroform (2×30 ml) leaves 2.1 g of crystalline analytically pu... Reactants: COC(=O)C=1NC(C2=CC=C(C=C2C1C1=CC=CC=C1)Br)=O (6-bromo-1-oxo-4-phenyl-1,2-dihydroisoquinoline-3-carboxylic acid methyl ester), [H-].[Na+] (sodium hydride), O (Water), ClC1=NC=C(C=C1)CCl (2-chloro-5-chloromethylpyridine). The solvent is CN(C)C=O (DMF). Conditions: time 1 hour. Yields the product COC(=O)C=1N(C(C2=CC=C(C=C2C1C1=CC=CC=C1)Br)=O)CC=1C=NC(=CC1)Cl (6-bromo-2-(6-chloropyridin-3-ylmethyl)-1-oxo-4-phenyl-1,2-dihydroisoquinoline-3-carboxylic acid methyl ester). Yield: 30.6%. RXN SMILES: [CH3:1][O:2][C:3]([C:5]1[NH:6][C:7](=[O:22])[C:8]2[C:13]([C:14]=1[C:15]1[CH:20]=[CH:19][CH:18]=[CH:17][CH:16]=1)=[CH:12][C:11]([Br:21])=[CH:10][CH:9]=2)=[O:4].[H-].[Na+].[Cl:25][C:26]1[CH:31]=[CH:30][C:29]([CH2:32]Cl)=[CH:28][N:27]=1.O>CN(C=O)C>[CH3:1][O:2][C:3]([C:5]1[N:6]([CH2:32][C:29]2[CH:28]=[N:27][C:26]([Cl:25])=[CH:31][CH:30]=2)[C:7](=[O:22])[C:8]2[C:13]([C:14]=1[C:15]1[CH:20]=[CH:19][CH:18]=[CH:17][CH:16]=1)=[CH:12][C:11]([Br:21])=[CH:10][CH:9]=2)=[O:4] |f:1.2|. Procedure details: To a solution of 6-bromo-1-oxo-4-phenyl-1,2-dihydroisoquinoline-3-carboxylic acid methyl ester (290 mg) in DMF (3 ml) was added sodium hydride (60% in oil, 36 mg) under ice-cooling, and the mixture was allowed to warm to room temperature and stirred for 1 hr. To the reaction mixture was added 2-chloro-5-chloromethylpyridine (160 mg) at room temperature, and the mixture was stirred for 2 hrs. Water was added to the reaction mixture, and the mixture was extracted with ethyl acetate. The organic la... The reactants are ClC1=CC(CCC1)=O (3-chlorocyclohex-2-en-1-one), COCCOCC1=C(C(=O)O)C=CC(=N1)C(F)(F)F (2-methoxyethoxymethyl-6-trifluoromethylnicotinic acid), C1(=CC=CC=C1)C (toluene), C(C)(C)N(CC)C(C)C (diisopropylethylamine), C1(=CC=CC=C1)C (toluene). Reagents/catalysts: [Cl-].[Cl-].[Zn+2] (ZnCl2). Solvent: O (water), ClCCl (dichloromethane). The product is COCCOCC1=NC(=CC=C1C(=O)OC1=CC(CCC1)=O)C(F)(F)F (3-(2-methoxyethoxymethyl-6-trifluoromethyl-pyridin-3-ylcarbonyloxy)-cyclohex-2-en-1-one). RXN SMILES: Cl[C:2]1[CH2:7][CH2:6][CH2:5][C:4](=[O:8])[CH:3]=1.[CH3:9][O:10][CH2:11][CH2:12][O:13][CH2:14][C:15]1[N:23]=[C:22]([C:24]([F:27])([F:26])[F:25])[CH:21]=[CH:20][C:16]=1[C:17]([OH:19])=[O:18].C1(C)C=CC=CC=1.C(N(C(C)C)CC)(C)C>[Cl-].[Cl-].[Zn+2].O.ClCCl>[CH3:9][O:10][CH2:11][CH2:12][O:13][CH2:14][C:15]1[C:16]([C:17]([O:19][C:2]2[CH2:7][CH2:6][CH2:5][C:4](=[O:8])[CH:3]=2)=[O:18])=[CH:20][CH:21]=[C:22]([C:24]([F:27])([F:25])[F:26])[N:23]=1 |f:4.5.6|. Procedure: To a mixture of 157 mg (1.15 mmol) of 3-chlorocyclohex-2-en-1-one, 16 mg (0.12 mmol) of ZnCl2, 324 mg (1.15 mmol) of 2-methoxyethoxymethyl-6-trifluoromethylnicotinic acid (preparation described in WO 2001094339) and 2 ml of toluene there are added dropwise, under a nitrogen atmosphere, over the course of 15 minutes, 166 mg (1.27 mmol) of diisopropylethylamine. A further 2 ml of toluene are then added and the reaction mixture is maintained under moderate reflux for 18 hours in an oil bath, with s...